Dataset: the Open Reaction Database (ORD), a public repository of structured organic reaction records. Task: describe an organic reaction: reactants, conditions, products, and yield Reactants: NC1=C(C=C(C=C1)C1=C(SC=2N=CN=C(C21)N)C)OC (5-(4-amino-3-methoxyphenyl)-6-methylthieno[2,3-d]pyrimidin-4-amine), ClC1=NC2=CC=CC=C2C=C1 (2-chloroquinoline). The product is NC=1C2=C(N=CN1)SC(=C2C2=CC(=C(C=C2)NC2=NC1=CC=CC=C1C=C2)OC)C (N-[4-(4-amino-6-methylthieno[2,3-d]pyrimidin-5-yl)-2-methoxyphenyl]quinolin-2-amine). Yield: 4.1%. RXN SMILES: [NH2:1][C:2]1[CH:7]=[CH:6][C:5]([C:8]2[C:16]3[C:15]([NH2:17])=[N:14][CH:13]=[N:12][C:11]=3[S:10][C:9]=2[CH3:18])=[CH:4][C:3]=1[O:19][CH3:20].Cl[C:22]1[CH:31]=[CH:30][C:29]2[C:24](=[CH:25][CH:26]=[CH:27][CH:28]=2)[N:23]=1>>[NH2:17][C:15]1[C:16]2[C:8]([C:5]3[CH:6]=[CH:7][C:2]([NH:1][C:22]4[CH:31]=[CH:30][C:29]5[C:24](=[CH:25][CH:26]=[CH:27][CH:28]=5)[N:23]=4)=[C:3]([O:19][CH3:20])[CH:4]=3)=[C:9]([CH3:18])[S:10][C:11]=2[N:12]=[CH:13][N:14]=1. Procedure: A mixture of Example 70A (100 mg, 0.35 mmol) and 2-chloroquinoline (62 mg, 0.38 mmol) was heated to 200° C. under nitrogen for 20 minutes, cooled to room temperature, and partitioned between saturated NaHCO3 and dichloromethane. The aqueous phase was extracted three times with dichloromethane and the combined organic extracts were dried (Na2SO4), filtered, and concentrated. The concentrate was triturated with diethyl ether to provide 6 mg (5%) of the desired product. MS(ESI(+)) m/e 414 (M+H)+; 1...